From a dataset of the Open Reaction Database (ORD), a public repository of structured organic reaction records. describe an organic reaction: reactants, conditions, products, and yield The reactants are ClC(C(F)(F)F)=CC(C(C)C)Cl (2,4-Dichloro-5-methyl-1,1,1-trifluorohex-2-ene), [Cl-].[Li+] (lithium chloride), O (water). Run in CN(C=O)C (dimethylformamide). Run at temperature 160 celsius. Product: ClC(C(F)(F)F)=CC=C(C)C (2-chloro-5-methyl-1,1,1-trifluorohexa-2,4-diene). Isolated yield 76.0%. As a reaction SMILES: [Cl:1][C:2](=[CH:7][CH:8](Cl)[CH:9]([CH3:11])[CH3:10])[C:3]([F:6])([F:5])[F:4].[Cl-].[Li+].O>CN(C)C=O>[Cl:1][C:2](=[CH:7][CH:8]=[C:9]([CH3:11])[CH3:10])[C:3]([F:4])([F:5])[F:6] |f:1.2|. Reported procedure: 2,4-Dichloro-5-methyl-1,1,1-trifluorohex-2-ene (22.1 g) in dimethylformamide (100 ml) containing lithium chloride (5.0 g) is heated under a nitrogen atmosphere in an oil bath at 160° C. for 1.5 hours. The cooled mixture is added to water (1.5 l), extracted with dichloromethane and the extracts dried over anhydrous sodium sulphate and distilled to afford 2-chloro-5-methyl-1,1,1-trifluorohexa-2,4-diene (76%). The identity of the product was proved by comparison to 'Hnmr and infra-red spectra with ... The yield is 62.8%. Conditions: temperature 30 celsius. Solvent: C1CCCCC1 (cyclohexane). RXN SMILES: [F:1][C:2]1[CH:7]=[C:6]([F:8])[CH:5]=[CH:4][C:3]=1[C:9]([OH:22])([CH2:16][O:17]C(=O)CC)[CH2:10][O:11][C:12](=[O:15])[CH2:13][CH3:14].C([O-])(=O)C>C1CCCCC1>[F:1][C:2]1[CH:7]=[C:6]([F:8])[CH:5]=[CH:4][C:3]=1[C@:9]([OH:22])([CH2:10][O:11][C:12](=[O:15])[CH2:13][CH3:14])[CH2:16][OH:17]. The reactants are FC1=C(C=CC(=C1)F)C(COC(CC)=O)(COC(CC)=O)O (2-(2,4-difluorophenyl)-1,3-dipropionyloxy-2-propanol), C(C)(=O)[O-] (acetate). Procedure details: A 200 ml reaction vessel was charged with 3 g of 2-(2,4-difluorophenyl)-1,3-dipropionyloxy-2-propanol, 200 mg of Lipase D made by Amano Pharmaceutical Co., Ltd. (derived from Rhizpus delemer, Enzyme No. 6), 100 ml of 50 mM acetate buffer (pH 5) and 10 ml of cyclohexane. The resulting mixture was stirred at 30° C. to react for 18 hours. After the reaction liquid was extracted three times with 50 ml of ethylacetate, the organic layers were combined and the combined organic layer was washed with sa... The product is FC1=C(C=CC(=C1)F)[C@@](CO)(COC(CC)=O)O ((R)-2-(2,4-difluorophenyl)-3-propionyloxy-1,2-propanediol). Starting materials: CC(=O)[O-], CC(=O)[O-], CCCCO, CCCCCCCCCCCC#N, [Cd+2], O, O. Yields the product CCCCCCCCCCCC1=NC(CC)CO1. As a reaction SMILES: [C:21]([O-:22])(=[O:23])[CH3:24].[C:26]([O-:27])(=[O:28])[CH3:29].[CH2:14]([CH2:15][CH2:16][CH3:17])[OH:18].[CH2:1]([CH2:2][CH2:3][CH2:4][CH2:5][CH2:6][CH2:7][CH2:8][CH2:9][CH2:10][CH3:11])[C:12]#[N:13].[Cd+2:25].[OH2:19].[OH2:20]>>[CH2:1]([CH2:2][CH2:3][CH2:4][CH2:5][CH2:6][CH2:7][CH2:8][CH2:9][CH2:10][CH3:11])[C:12]1=[N:13][CH:15]([CH2:16][CH3:17])[CH2:14][O:18]1. The reactants are O1CCOCC1 (1,4-dioxane), FC1=CC(=C(C=C1)C=1N=C(NC1C=1C(=NC=CC1)F)C1CCC(CC1)CC#N)[N+](=O)[O-] (4-[4-(4-fluoro-2-nitrophenyl)-5-(2-fluoropyridin-3-yl)-1H-imidazol-2-yl]cyclohexylacetonitrile), S(=O)([O-])S(=O)[O-].[Na+].[Na+] (sodium dithionite), [OH-].[NH4+] (ammonium hydroxide). Solvent: O (water). Reaction conditions: temperature 25 celsius, time 1 hour. Yields the product FC1=CC2=C(C3=C(C4=C(N2)N=CC=C4)NC(=N3)C3CCC(CC3)CC#N)C=C1 ([4-(10-fluoro-3,8-dihydroimidazo[4,5-d]pyrido[2,3-b][1]benzazepin-2-yl)cyclohexyl]acetonitrile). The yield is 58.9%. RXN SMILES: O1CCOCC1.[F:7][C:8]1[CH:13]=[CH:12][C:11]([C:14]2[N:15]=[C:16]([CH:26]3[CH2:31][CH2:30][CH:29]([CH2:32][C:33]#[N:34])[CH2:28][CH2:27]3)[NH:17][C:18]=2[C:19]2[C:20](F)=[N:21][CH:22]=[CH:23][CH:24]=2)=[C:10]([N+:35]([O-])=O)[CH:9]=1.S(S([O-])=O)([O-])=O.[Na+].[Na+].[OH-].[NH4+]>O>[F:7][C:8]1[CH:13]=[CH:12][C:11]2[C:14]3[N:15]=[C:16]([CH:26]4[CH2:31][CH2:30][CH:29]([CH2:32][C:33]#[N:34])[CH2:28][CH2:27]4)[NH:17][C:18]=3[C:19]3[CH:24]=[CH:23][CH:22]=[N:21][C:20]=3[NH:35][C:10]=2[CH:9]=1 |f:2.3.4,5.6|. Procedure details: To a mixture of 1,4-dioxane (1 mL) with 4-[4-(4-fluoro-2-nitrophenyl)-5-(2-fluoropyridin-3-yl)-1H-imidazol-2-yl]cyclohexylacetonitrile (0.17 g, 0.40 mmol) was added a solution of sodium dithionite (0.2 g, 0.001 mol) and ammonium hydroxide (0.4 mL, 0.003 mol) in water (1 mL), The reaction was stirred at 25° C. for 1 hour, concentrated, and was then extracted with isopropanol (3×1 mL each). The combined extracts were heated in a microwave reactor at 160° C. for 15 minutes, concentrated, and purifi... The reactants are Br, CC(=O)O, O, COc1nc(Oc2ccc3c(c2)COB3O)ccc1C#N. Yields the product N#Cc1ccc(Oc2ccc3c(c2)COB3O)nc1O. Reaction SMILES: [BrH:1].[CH3:2][C:3](=[O:4])[OH:5].[OH2:27].[OH:6][B:7]1[O:8][CH2:9][c:10]2[c:11]1[cH:12][cH:13][c:14]([O:16][c:17]1[n:18][c:19]([O:25][CH3:26])[c:20]([C:21]#[N:22])[cH:23][cH:24]1)[cH:15]2>>[OH:6][B:7]1[O:8][CH2:9][c:10]2[c:11]1[cH:12][cH:13][c:14]([O:16][c:17]1[n:18][c:19]([OH:25])[c:20]([C:21]#[N:22])[cH:23][cH:24]1)[cH:15]2. Starting materials: CS(=O)(=O)OC(COC)CC ((+/−)-1-Methoxy-2-butanol Methanesulfonate), [N-]=[N+]=[N-].[Na+] (NaN3). Run in CN(C)C=O (DMF). Run at temperature 57.5 celsius. Product: COCC(CC)N=[N+]=[N-] ((+/−)-1-Methoxy-2-butyl Azide). RXN SMILES: CS(O[CH:6]([CH2:10][CH3:11])[CH2:7][O:8][CH3:9])(=O)=O.[N-:12]=[N+:13]=[N-:14].[Na+]>CN(C=O)C>[CH3:9][O:8][CH2:7][CH:6]([N:12]=[N+:13]=[N-:14])[CH2:10][CH3:11] |f:1.2|. Reported procedure: A solution of crude mesylate 1 (90.0 g, 0.495 mol) in DMF (500 mL) was treated with NaN3 (48.22g, 0.74 mol, 1.5 equiv) at 25° C. under N2. The resulting reaction mixture was warmed to 55-60° C. for 6-8 h with stirring before being quenched with H2O (500 mL). The pale-yellow solution was then extracted with EtOAc or Et2O (4×200 mL). The combined EtOAc (or Et2O) extracts were washed with H2O (3×500 mL), dried (MgSO4), and concentrated in vacuo. The residual solution was found to contain desired az... The product is CC(C)(C)[Si](OC[C@H](C)OC=1C=C(C(=O)NC2=NC=C(N=C2)C)C=C(C1)O)(C)C (3-[((1S)-2-{[(1,1-Dimethylethyl)(dimethyl)silyl]oxy}-1-methylethyl)oxy]-5-hydroxy-N-(5-methylpyrazin-2-yl)benzamide). Conditions: time 20 hour. Reactants: O.[OH-].[Li+] (Lithium hydroxide monohydrate), CC(C)(C)[Si](OC=1C=C(C(=O)NC2=NC=C(N=C2)C)C=C(C1)O[C@H](CO[Si](C)(C)C(C)(C)C)C)(C)C (3-{[(1,1-dimethylethyl)(dimethyl)silyl]oxy}-5-[((1S)-2-{[(1,1-dimethylethyl)(dimethyl)silyl]oxy}-1-methylethyl)oxy]-N-(5-methylpyrazin-2-yl)benzamide). The solvent is O (water), C1CCOC1 (THF). The yield is 0.1%. Reported procedure: Lithium hydroxide monohydrate (0.38 g, 9.12 mol) in water (20 mL) was added to a solution of 3-{[(1,1-dimethylethyl)(dimethyl)silyl]oxy}-5-[((1S)-2-{[(1,1-dimethylethyl)(dimethyl)silyl]oxy}-1-methylethyl)oxy]-N-(5-methylpyrazin-2-yl)benzamide (1.94 g, 3.65 mol) in THF (40 mL) and stirred at RT for 20 hours. The THF was removed in vacuo and the aqueous layer was adjusted to pH7. Ethyl acetate (50 mL) and water (50 mL) were added then the aqueous layer re-extracted into ethyl acetate (50 mL) and t... RXN SMILES: O.[OH-].[Li+].CC([Si](C)(C)[O:9][C:10]1[CH:11]=[C:12]([CH:23]=[C:24]([O:26][C@@H:27]([CH3:37])[CH2:28][O:29][Si:30]([C:33]([CH3:36])([CH3:35])[CH3:34])([CH3:32])[CH3:31])[CH:25]=1)[C:13]([NH:15][C:16]1[CH:21]=[N:20][C:19]([CH3:22])=[CH:18][N:17]=1)=[O:14])(C)C>O.C1COCC1>[CH3:34][C:33]([Si:30]([CH3:31])([CH3:32])[O:29][CH2:28][C@@H:27]([O:26][C:24]1[CH:23]=[C:12]([CH:11]=[C:10]([OH:9])[CH:25]=1)[C:13]([NH:15][C:16]1[CH:21]=[N:20][C:19]([CH3:22])=[CH:18][N:17]=1)=[O:14])[CH3:37])([CH3:35])[CH3:36] |f:0.1.2|. Reactants: [N+](=O)([O-])C=1C=C(C(=NC1)O)C(F)(F)F (5-nitro-3-trifluoromethyl-pyridin-2-ol), P(=O)(Cl)(Cl)Cl (phosphorus oxychloride). Yields the product ClC1=NC=C(C=C1C(F)(F)F)[N+](=O)[O-] (2-Chloro-5-nitro-3-trifluoromethyl-pyridine). As a reaction SMILES: [N+:1]([C:4]1[CH:5]=[C:6]([C:11]([F:14])([F:13])[F:12])[C:7](O)=[N:8][CH:9]=1)([O-:3])=[O:2].P(Cl)(Cl)([Cl:17])=O>>[Cl:17][C:7]1[C:6]([C:11]([F:14])([F:13])[F:12])=[CH:5][C:4]([N+:1]([O-:3])=[O:2])=[CH:9][N:8]=1. Reported procedure: Heat a mixture of 5-nitro-3-trifluoromethyl-pyridin-2-ol (416 mg, 2.0 mmol) and phosphorus oxychloride (1 mL) at 85° C. for 18 hours. Cool the mixture and remove the volatiles by rotary evaporation. Dissolve the residue in EtOAc (15 mL) and wash with water (10 mL), saturated NaHCO3(aq) (10 mL) and brine (10 mL). Dry the organic extract over MgSO4 and remove the solvent under reduced pressure to yield the title compound. The reactants are C1CNCCN1, Clc1cncc(OCc2sccc2-n2cccc2)n1, [K+], [K+], O=C([O-])[O-]. The product is c1ccn(-c2ccsc2COc2cncc(N3CCNCC3)n2)c1. RXN SMILES: [CH2:20]1[CH2:21][NH:22][CH2:23][CH2:24][NH:25]1.[Cl:1][c:2]1[n:3][c:4]([O:8][CH2:9][c:10]2[s:11][cH:12][cH:13][c:14]2-[n:15]2[cH:16][cH:17][cH:18][cH:19]2)[cH:5][n:6][cH:7]1.[K+:26].[K+:27].[O-:28][C:29]([O-:30])=[O:31]>>[c:2]1([N:22]2[CH2:21][CH2:20][NH:25][CH2:24][CH2:23]2)[n:3][c:4]([O:8][CH2:9][c:10]2[s:11][cH:12][cH:13][c:14]2-[n:15]2[cH:16][cH:17][cH:18][cH:19]2)[cH:5][n:6][cH:7]1.